describe an organic reaction: reactants, conditions, products, and yield From a dataset of the Open Reaction Database (ORD), a public repository of structured organic reaction records. Starting materials: ClC(=O)OCC(C)C (isobutyl chloroformate), C(C)(=O)N[C@@H](CC1=CC=CC=C1)C(=O)NCC(=O)N[C@@H](C)C(=O)O (N-acetyl-L-phenylalanylglycyl-L-alanine), Cl.ClCC(=O)CCl.N[C@@H](CC(C)C)C(=O)O (leucine chloromethyl ketone hydrochloride), anhydride. Product: N([C@@H](CC1=CC=CC=C1)C(=O)NCC(=O)N[C@@H](C)C(=O)N[C@@H](CC(C)C)C(=O)CCl)C(=O)C (Ac-Phe-Gly-Ala-LeuCH2Cl). Reaction SMILES: [C:1]([NH:4][C@H:5]([C:13]([NH:15][CH2:16][C:17]([NH:19][C@H:20]([C:22]([OH:24])=O)[CH3:21])=[O:18])=[O:14])[CH2:6][C:7]1[CH:12]=[CH:11][CH:10]=[CH:9][CH:8]=1)(=[O:3])[CH3:2].Cl.[Cl:26][CH2:27]C(CCl)=O.[NH2:32][C@H:33]([C:38]([OH:40])=O)[CH2:34][CH:35]([CH3:37])[CH3:36].ClC(OCC(C)C)=O>>[NH:4]([C:1]([CH3:2])=[O:3])[C@H:5]([C:13]([NH:15][CH2:16][C:17]([NH:19][C@H:20]([C:22]([NH:32][C@H:33]([C:38]([CH2:27][Cl:26])=[O:40])[CH2:34][CH:35]([CH3:36])[CH3:37])=[O:24])[CH3:21])=[O:18])=[O:14])[CH2:6][C:7]1[CH:8]=[CH:9][CH:10]=[CH:11][CH:12]=1 |f:1.2.3|. Procedure details: Ac-Phe-Gly-Ala-LeuCH2Cl was prepared by condensation of N-acetyl-L-phenylalanylglycyl-L-alanine with leucine chloromethyl ketone hydrochloride using a mixed anhydride procedure employing isobutyl chloroformate. Powers et al., Biochem. Biophys. Acta. 480:246-261 (1977), describe an analogous procedure. Crude product was recrystallized from ethyl acetate to provide a white crystalline solid, m.p. 152.4°-153.8° (reported m.p. 167°-168°).